This data is from the Open Reaction Database (ORD), a public repository of structured organic reaction records. The task is: describe an organic reaction: reactants, conditions, products, and yield Starting materials: ClC1=CC(=NC(=N1)C)C1C(C1)C(=O)OCC (ethyl 2-(6-chloro-2-methylpyrimidin-4-yl)cyclopropanecarboxylate), CNC=1C(=CC=CC1)N (N1-methylbenzene-1,2-diamine), CNC=1C(=CC=CC1)N (N1-methylbenzene-1,2-diamine), solution, C[Al](C)C (trimethylaluminum). Run in C1(=CC=CC=C1)C (toluene), C1(=CC=CC=C1)C (toluene), C1(=CC=CC=C1)C (toluene). Reaction conditions: time 15 minute. Product: ClC1=CC(=NC(=N1)C)[C@H]1[C@@H](C1)C1=NC2=C(N1C)C=CC=C2 (2-((1R,2R)-2-(6-chloro-2-methylpyrimidin-4-yl)cyclopropyl)-1-methyl-1H-benzo[d]imidazole). RXN SMILES: [CH3:1][NH:2][C:3]1[C:4]([NH2:9])=[CH:5][CH:6]=[CH:7][CH:8]=1.C[Al](C)C.[Cl:14][C:15]1[N:20]=[C:19]([CH3:21])[N:18]=[C:17]([CH:22]2[CH2:24][CH:23]2[C:25](OCC)=O)[CH:16]=1>C1(C)C=CC=CC=1>[Cl:14][C:15]1[N:20]=[C:19]([CH3:21])[N:18]=[C:17]([C@@H:22]2[CH2:24][C@H:23]2[C:25]2[N:2]([CH3:1])[C:3]3[CH:8]=[CH:7][CH:6]=[CH:5][C:4]=3[N:9]=2)[CH:16]=1. Procedure details: To a solution of N1-methylbenzene-1,2-diamine (5.08 g, 41.5 mmol) in toluene (100 mL) was added a 2M solution of trimethylaluminum (22.85 ml, 45.7 mmol) in toluene dropwise over 2 h with periodic cooling in an ice bath to prevent an exotherm. After addition was complete, the resulting dark brown mixture was warmed to room temperature and stirred for 15 min. The mixture was re-cooled in an ice bath and a solution of 6-3 (5 g, 20.8 mmol) in toluene (20 mL) was added drop-wise over 2 h, after which... Reaction SMILES: [CH2:18]([CH3:19])[c:20]1[cH:21][cH:22][c:23]([CH2:24][NH2:25])[cH:26][cH:27]1.[CH3:1][O:2][C:3]([c:4]1[c:5]([CH2:15][Br:16])[cH:6][c:7]([F:14])[cH:8][c:9]1[C:10]([F:11])([F:12])[F:13])=[O:17].[CH3:34][CH2:35][O:36][C:37](=[O:38])[CH3:39].[CH3:40][c:41]1[cH:42][cH:43][cH:44][cH:45][cH:46]1.[CH3:47][CH2:48][CH2:49][CH2:50][CH2:51][CH3:52].[K+:28].[K+:29].[O-:30][C:31]([O-:32])=[O:33]>>[C:3]1(=[O:17])[c:4]2[c:5]([cH:6][c:7]([F:14])[cH:8][c:9]2[C:10]([F:11])([F:12])[F:13])[CH2:15][N:25]1[CH2:24][c:23]1[cH:22][cH:21][c:20]([CH2:18][CH3:19])[cH:27][cH:26]1. The reactants are CCc1ccc(CN)cc1, COC(=O)c1c(CBr)cc(F)cc1C(F)(F)F, CCOC(C)=O, Cc1ccccc1, CCCCCC, [K+], [K+], O=C([O-])[O-]. Product: CCc1ccc(CN2Cc3cc(F)cc(C(F)(F)F)c3C2=O)cc1. Starting materials: NC=1C=C(C=CC1)S(=O)(=O)NCCN(C)C (3-Amino-N-(2-dimethylamino-ethyl)-benzenesulfonamide), ClC1=CC(=NC2=CC=CC=C12)C (4-chloroquinaldine). The reagents and catalysts are Cl (HCl). Run in C(C)O (ethanol), C(C)O (ethanol). Product: CN(CCNS(=O)(=O)C1=CC(=CC=C1)NC1=CC(=NC2=CC=CC=C12)C)C (N-(2-Dimethylamino-ethyl)-3-(2-methyl-quinolin-4-ylamino)-benzenesulfonamide). Isolated yield 3.2%. RXN SMILES: [NH2:1][C:2]1[CH:3]=[C:4]([S:8]([NH:11][CH2:12][CH2:13][N:14]([CH3:16])[CH3:15])(=[O:10])=[O:9])[CH:5]=[CH:6][CH:7]=1.Cl[C:18]1[C:27]2[C:22](=[CH:23][CH:24]=[CH:25][CH:26]=2)[N:21]=[C:20]([CH3:28])[CH:19]=1>C(O)C.Cl>[CH3:15][N:14]([CH3:16])[CH2:13][CH2:12][NH:11][S:8]([C:4]1[CH:5]=[CH:6][CH:7]=[C:2]([NH:1][C:18]2[C:27]3[C:22](=[CH:23][CH:24]=[CH:25][CH:26]=3)[N:21]=[C:20]([CH3:28])[CH:19]=2)[CH:3]=1)(=[O:10])=[O:9]. Procedure: To a solution of 4 (0.3 g, 1.23 mmol) and 4-chloroquinaldine (5, 0.26 mL, 1.29 mmol) in ethanol (10 mL) were added 2 drops of conc. HCl. The resulting mixture was heated under reflux overnight before ethanol was removed under reduced pressure. The residue was basified with saturated NaHCO3 (aq. 20 mL) and the basic solution was extracted with EtOAc (2×20 mL). The combined organic layers were dried over MgSO4, the solids were filtered and the filtrate was concentrated on a rotavap. The residue wa... Reactants: N1(C=CC2=CC=CN=C12)CCOC1=CC=C(CC2C(N(C(S2)=O)C(C2=CC=CC=C2)(C2=CC=CC=C2)C2=CC=CC=C2)=O)C=C1 (5-{4-[2-(7-aza-indol-1-yl)ethoxy]benzyl}-3-triphenylmethylthiazolidine-2,4-dione), FC(C(=O)O)(F)F (trifluoroacetic acid). Solvent: C(Cl)Cl (methylene chloride). Product: N1(C=CC2=CC=CN=C12)CCOC1=CC=C(CC2C(NC(S2)=O)=O)C=C1 (5-{4-[2-(7-Azaindol-1-yl)ethoxy]benzyl}thiazolidine-2.4-dione). The yield is 55.8%. RXN SMILES: [N:1]1([CH2:10][CH2:11][O:12][C:13]2[CH:45]=[CH:44][C:16]([CH2:17][CH:18]3[S:22][C:21](=[O:23])[N:20](C(C4C=CC=CC=4)(C4C=CC=CC=4)C4C=CC=CC=4)[C:19]3=[O:43])=[CH:15][CH:14]=2)[C:9]2[C:4](=[CH:5][CH:6]=[CH:7][N:8]=2)[CH:3]=[CH:2]1.FC(F)(F)C(O)=O>C(Cl)Cl>[N:1]1([CH2:10][CH2:11][O:12][C:13]2[CH:14]=[CH:15][C:16]([CH2:17][CH:18]3[S:22][C:21](=[O:23])[NH:20][C:19]3=[O:43])=[CH:44][CH:45]=2)[C:9]2[C:4](=[CH:5][CH:6]=[CH:7][N:8]=2)[CH:3]=[CH:2]1. Reported procedure: A procedure similar to that described in Example 2 was repeated, except that 2.50 g of 5-{4-[2-(7-aza-indol-1-yl)ethoxy]benzyl}-3-triphenylmethylthiazolidine-2,4-dione (prepared as described in Preparation 19), 50 ml of methylene chloride and 3.1 ml of trifluoroacetic acid were used, to give 0.84 g of the title compound, melting at 200.0°-202.4° C. The reactants are ClC1=CC(=C(C=C1)NC1=C(C=NC2=CC(=C(C=C12)[N+](=O)[O-])OC)C#N)F (4-[(4-chloro-2-fluorophenyl)amino]-7-methoxy-6-nitro-3-quinolinecarbonitrile), O.O.[Sn](Cl)(Cl)(Cl)Cl (tin chloride dihydrate). Run in C(C)O (ethanol). Run at time 3 hour. The product is NC=1C=C2C(=C(C=NC2=CC1OC)C#N)NC1=C(C=C(C=C1)Cl)F (6-Amino-4-[(4-Chloro-2-fluorophenyl)amino]-7-methoxy-3-quinolinecarbonitrile). Isolated yield 76.2%. Reaction SMILES: [Cl:1][C:2]1[CH:7]=[CH:6][C:5]([NH:8][C:9]2[C:18]3[C:13](=[CH:14][C:15]([O:22][CH3:23])=[C:16]([N+:19]([O-])=O)[CH:17]=3)[N:12]=[CH:11][C:10]=2[C:24]#[N:25])=[C:4]([F:26])[CH:3]=1.O.O.[Sn](Cl)(Cl)(Cl)Cl>C(O)C>[NH2:19][C:16]1[CH:17]=[C:18]2[C:13](=[CH:14][C:15]=1[O:22][CH3:23])[N:12]=[CH:11][C:10]([C:24]#[N:25])=[C:9]2[NH:8][C:5]1[CH:6]=[CH:7][C:2]([Cl:1])=[CH:3][C:4]=1[F:26] |f:1.2.3|. Reported procedure: A mixture of 500 mg (1.34 mmol) 4-[(4-chloro-2-fluorophenyl)amino]-7-methoxy-6-nitro-3-quinolinecarbonitrile, 20 ml ethanol and 1.52 ml (6.71 mmol) tin chloride dihydrate was heated to reflux under N2. At 3 hours, removed heat, added ice water and made basic with sodium bicarbonate. Stirred for several hours and extracted with chloroform. Dried organic layer with sodium sulfate, stripped solvent and dried in vacuo, giving 350 mg of green solid: mass spectrum (electrospray m/e): M+H=342.9, 344.8.